From a dataset of the Open Reaction Database (ORD), a public repository of structured organic reaction records. describe an organic reaction: reactants, conditions, products, and yield Reported procedure: A procedure similar to that described in Example 1, above, was followed, but using 597 mg of 2-(4-nitrophenoxy)-2-methylpropionic acid and 731 mg of (4R,6R)-6-{(1S,2S,6S,8S,8aR)-2-[1,2,6,7,8,8a-hexahydro-6-t-butyldimethylsilyloxy-8-hydroxy-2-methyl-1-naphthyl]ethyl}tetrahydro-4-t-butyldimethylsilyloxy-2H-pyran-2-one [prepared as described in Example B, above], to give880 mg of the title compound as a colorless foam. Yields the product [Si](C)(C)(C(C)(C)C)O[C@@H]1C=C2C=C[C@@H]([C@@H]([C@H]2[C@H](C1)OC(C(C)(C)OC1=CC=C(C=C1)[N+](=O)[O-])=O)CC[C@@H]1C[C@H](CC(O1)=O)O[Si](C)(C)C(C)(C)C)C ((4R,6R)-6-([1S,2S,6S,8S,8aR]-2-{1,2,6,7,8,8a-Hexahydro-6-t-butyldimethylsilyloxy-8-[2-(4-nitrophenoxy)-2-methylpropionyloxy]-2-methyl-1-naphthyl}ethyl)tetrahydro-4-t-butyldimethylsilyloxy-2H-pyran-2-one). Reactants: [N+](=O)([O-])C1=CC=C(OC(C(=O)O)(C)C)C=C1 (2-(4-nitrophenoxy)-2-methylpropionic acid), [Si](C)(C)(C(C)(C)C)O[C@@H]1C=C2C=C[C@@H]([C@@H]([C@H]2[C@H](C1)O)CC[C@@H]1C[C@H](CC(O1)=O)O[Si](C)(C)C(C)(C)C)C ((4R,6R)-6-{(1S,2S,6S,8S,8aR)-2-[1,2,6,7,8,8a-hexahydro-6-t-butyldimethylsilyloxy-8-hydroxy-2-methyl-1-naphthyl]ethyl}tetrahydro-4-t-butyldimethylsilyloxy-2H-pyran-2-one). RXN SMILES: [N+:1]([C:4]1[CH:16]=[CH:15][C:7]([O:8][C:9]([CH3:14])([CH3:13])[C:10]([OH:12])=[O:11])=[CH:6][CH:5]=1)([O-:3])=[O:2].[Si:17]([O:24][C@H:25]1[CH2:34][C@H:33](O)[C@H:32]2[C:27]([CH:28]=[CH:29][C@H:30]([CH3:53])[C@@H:31]2[CH2:36][CH2:37][C@H:38]2[O:43][C:42](=[O:44])[CH2:41][C@H:40]([O:45][Si:46]([C:49]([CH3:52])([CH3:51])[CH3:50])([CH3:48])[CH3:47])[CH2:39]2)=[CH:26]1)([C:20]([CH3:23])([CH3:22])[CH3:21])([CH3:19])[CH3:18]>>[Si:17]([O:24][C@H:25]1[CH2:34][C@H:33]([O:11][C:10](=[O:12])[C:9]([O:8][C:7]2[CH:6]=[CH:5][C:4]([N+:1]([O-:3])=[O:2])=[CH:16][CH:15]=2)([CH3:14])[CH3:13])[C@H:32]2[C:27]([CH:28]=[CH:29][C@H:30]([CH3:53])[C@@H:31]2[CH2:36][CH2:37][C@H:38]2[O:43][C:42](=[O:44])[CH2:41][C@H:40]([O:45][Si:46]([C:49]([CH3:52])([CH3:51])[CH3:50])([CH3:47])[CH3:48])[CH2:39]2)=[CH:26]1)([C:20]([CH3:21])([CH3:22])[CH3:23])([CH3:19])[CH3:18]. The reactants are CCCCOCCOc1ccc(-c2ccc3c(c2)C=C(C(=O)OC)CCN3)cc1, C1CCOC1, CN(C)c1ccncc1, CCOC(=O)Cl, O, c1ccncc1. Yields the product CCCCOCCOc1ccc(-c2ccc3c(c2)C=C(C(=O)OC)CCN3C(=O)OCC)cc1. Reaction SMILES: [CH2:1]([CH2:2][CH2:3][CH3:4])[O:5][CH2:6][CH2:7][O:8][c:9]1[cH:10][cH:11][c:12](-[c:15]2[cH:16][cH:17][c:18]3[c:19]([cH:29]2)[CH:20]=[C:21]([C:25](=[O:26])[O:27][CH3:28])[CH2:22][CH2:23][NH:24]3)[cH:13][cH:14]1.[CH2:43]1[O:44][CH2:45][CH2:46][CH2:47]1.[CH3:48][N:49]([CH3:50])[c:51]1[cH:52][cH:53][n:54][cH:55][cH:56]1.[Cl:36][C:37](=[O:38])[O:39][CH2:40][CH3:41].[OH2:42].[cH:30]1[cH:31][cH:32][n:33][cH:34][cH:35]1>>[CH2:1]([CH2:2][CH2:3][CH3:4])[O:5][CH2:6][CH2:7][O:8][c:9]1[cH:10][cH:11][c:12](-[c:15]2[cH:16][cH:17][c:18]3[c:19]([cH:29]2)[CH:20]=[C:21]([C:25](=[O:26])[O:27][CH3:28])[CH2:22][CH2:23][N:24]3[C:37](=[O:38])[O:39][CH2:40][CH3:41])[cH:13][cH:14]1. The reactants are ClC1=C(C(=O)N)C=C(C(=C1[N+](=O)[O-])Cl)F (2,4-dichloro-5-fluoro-3 nitro-benzamide), Sn(II)Cl2, C(=O)(O)[O-].[Na+] (NaHCO3). Solvent: CCOC(=O)C (EtOAc). Run at time 3 hour. Product: ClC1=C(C(=O)N)C=C(C(=C1N)Cl)F (2,4-Dichloro-5-fluoro-3 amino-benzamide). As a reaction SMILES: [Cl:1][C:2]1[C:10]([N+:11]([O-])=O)=[C:9]([Cl:14])[C:8]([F:15])=[CH:7][C:3]=1[C:4]([NH2:6])=[O:5].C([O-])(O)=O.[Na+]>CCOC(C)=O>[Cl:1][C:2]1[C:10]([NH2:11])=[C:9]([Cl:14])[C:8]([F:15])=[CH:7][C:3]=1[C:4]([NH2:6])=[O:5] |f:1.2|. Procedure: A mixture of 2,4-dichloro-5-fluoro-3 nitro-benzamide (7.00 g, 27.7 mmol), Sn(II)Cl2×2H2O (28 g, 124 mmol) and EtOAc (250 mL) is stirred for 3 h at reflux and then carefully added to a sat. aq. NaHCO3-solution (250 mL). The resulting mixture is filtered through a pad of celite, the organic phase is separated and washed with brine, dried with MgSO4 and concentrated. Starting materials: COCOC1CC(CN2c3ccccc3COc3ccccc32)N(CCc2ccc(OC)cc2)C1, CO, Cl. Product: COc1ccc(CCN2CC(O)CC2CN2c3ccccc3COc3ccccc32)cc1. Reaction SMILES: [CH3:1][O:2][CH2:3][O:4][CH:5]1[CH2:6][CH:7]([CH2:20][N:21]2[c:22]3[c:23]([cH:32][cH:33][cH:34][cH:35]3)[O:24][CH2:25][c:26]3[c:27]2[cH:28][cH:29][cH:30][cH:31]3)[N:8]([CH2:10][CH2:11][c:12]2[cH:13][cH:14][c:15]([O:18][CH3:19])[cH:16][cH:17]2)[CH2:9]1.[CH3:37][OH:38].[ClH:36]>>[OH:4][CH:5]1[CH2:6][CH:7]([CH2:20][N:21]2[c:22]3[c:23]([cH:32][cH:33][cH:34][cH:35]3)[O:24][CH2:25][c:26]3[c:27]2[cH:28][cH:29][cH:30][cH:31]3)[N:8]([CH2:10][CH2:11][c:12]2[cH:13][cH:14][c:15]([O:18][CH3:19])[cH:16][cH:17]2)[CH2:9]1.